Dataset: the Open Reaction Database (ORD), a public repository of structured organic reaction records. Task: describe an organic reaction: reactants, conditions, products, and yield Reactants: NC1=C(C=CC(=C1)C(C)(C)C)OCP(=O)(OCC)OCC (2-amino-4-tert-butyl-1-diethylphosphonomethoxybenzene), C[Si](C)(C)Br (TMSBr). Yields the product NC1=C(C=CC(=C1)C(C)(C)C)OCP(=O)(O)O (2-Amino-4-tert-butyl-1-phosphonomethoxybenzene). RXN SMILES: [NH2:1][C:2]1[CH:7]=[C:6]([C:8]([CH3:11])([CH3:10])[CH3:9])[CH:5]=[CH:4][C:3]=1[O:12][CH2:13][P:14]([O:19]CC)([O:16]CC)=[O:15].C[Si](Br)(C)C>>[NH2:1][C:2]1[CH:7]=[C:6]([C:8]([CH3:9])([CH3:10])[CH3:11])[CH:5]=[CH:4][C:3]=1[O:12][CH2:13][P:14]([OH:19])([OH:16])=[O:15]. Reported procedure: The compound 2-amino-4-tert-butyl-1-diethylphosphonomethoxybenzene was deesterified with TMSBr as described in Step D, Example 1, to provide the title compound (no. 15.01) as a solid. HPLC Rt=4.45 min; negative ion electrospray MS M−1 found: 258. Starting materials: ClC1=CC=C(C=C1)CC(CN1N=CN=C1)=O (1-(4-chlorophenyl)-3-(1,2,4-triazol-1-yl)propan-2-one), [I-].C[S+](=O)(C)C (trimethylsulphoxonium iodide), [OH-].[K+] (potassium hydroxide), N1N=CN=C1 (1,2,4-triazole). The solvent is C(C)(C)(C)O (tert-butanol). Product: ClC1=CC=C(C=C1)CC(O)(CN1N=CN=C1)CN1N=CN=C1 (2-(4-chlorophenyl)-1,1-di(1,2,4-triazol-1-ylmethyl)ethanol). As a reaction SMILES: [Cl:1][C:2]1[CH:7]=[CH:6][C:5]([CH2:8][C:9](=[O:16])[CH2:10][N:11]2[CH:15]=[N:14][CH:13]=[N:12]2)=[CH:4][CH:3]=1.[I-].[CH3:18][S+](C)(C)=O.[OH-].[K+].[NH:25]1[CH:29]=[N:28][CH:27]=[N:26]1>C(O)(C)(C)C>[Cl:1][C:2]1[CH:7]=[CH:6][C:5]([CH2:8][C:9]([CH2:18][N:25]2[CH:29]=[N:28][CH:27]=[N:26]2)([CH2:10][N:11]2[CH:15]=[N:14][CH:13]=[N:12]2)[OH:16])=[CH:4][CH:3]=1 |f:1.2,3.4|. Reported procedure: A mixture of 1-(4-chlorophenyl)-3-(1,2,4-triazol-1-yl)propan-2-one (15 g), trimethylsulphoxonium iodide (17.5 g), potassium hydroxide (8.57 g), 1,2,4-triazole (5.48 g) and tert-butanol (150 ml) was heated under reflux for 5 h, then cooled overnight. The excess tert butanol was evaporated under reduced pressure, and the residue was partitioned between ethyl acetate and water. The organic phase was separated, washed with water, dried, and evaporated to dryness to give a brown gum, which was purifi...